This data is from the Open Reaction Database (ORD), a public repository of structured organic reaction records. The task is: describe an organic reaction: reactants, conditions, products, and yield Reactants: C[O-].[Na+] (sodium methoxide), NC[C@H](O)C(=O)O ((S)-isoserine), Cl (HCl), solid, C(C)OC(C(F)(F)F)=O (Ethyltrifluoroacetate), [Cl-].[Na+] (sodium chloride). Solvent: CO (methanol). Conditions: time 15 minute. Product: FC(C(=O)NC[C@H](O)C(=O)O)(F)F (N-trifluoroacetyl-(S)-isoserine). The yield is 93.0%. RXN SMILES: C[O-].[Na+].[NH2:4][CH2:5][C@@H:6]([C:8]([OH:10])=[O:9])[OH:7].C([O:13][C:14](=O)[C:15]([F:18])([F:17])[F:16])C.Cl.[Cl-].[Na+]>CO>[F:16][C:15]([F:18])([F:17])[C:14]([NH:4][CH2:5][C@@H:6]([C:8]([OH:10])=[O:9])[OH:7])=[O:13] |f:0.1,5.6|. Procedure: To a stirred solution of sodium methoxide in methanol, 11 ml (1 eq., 24.8% w/w solution) was added 5 g of (S)-isoserine. The mixture was stirred at room temperature for 15 minutes until a homogeneous solution was obtained. Ethyltrifluoroacetate, 7 ml (1.25 q.) was added. The mixture was stirred for 30 minutes after the addition. The completeness of the reaction was monitored by 1H-NMR. The mixture was concentrated under reduced pressure to as low a volume as possible. To the residue 50 ml ethyla... Starting materials: FC(C(=O)O)(F)F (trifluoroacetic acid), C(C1=CC=CC=C1)OC([C@@H](NC([C@@H](N(C)C([C@@H](NC([C@@H](N(C)C(=O)OC(C)(C)C)CC(C)C)=O)C(C)C)=O)C)=O)C)=O (Boc-N-methyl-L-leucyl-L-valyl-N-methyl-L-alanyl-L-alanine benzyl ester), C([O-])(O)=O.[Na+] (sodium bicarbonate). Run in ClCCl (dichloromethane), ClCCl (dichloromethane). Reaction conditions: temperature -15 celsius, time 2 hour. Product: C(C1=CC=CC=C1)OC([C@@H](NC([C@@H](N(C)C([C@@H](NC([C@@H](NC)CC(C)C)=O)C(C)C)=O)C)=O)C)=O (N-Methyl-L-Leucyl-L-Valyl-N-Methyl-L-Alanyl-L-Alanine Benzyl Ester). Reaction SMILES: [CH2:1]([O:8][C:9](=[O:42])[C@H:10]([CH3:41])[NH:11][C:12](=[O:40])[C@H:13]([CH3:39])[N:14]([C:16](=[O:38])[C@H:17]([CH:35]([CH3:37])[CH3:36])[NH:18][C:19](=[O:34])[C@H:20]([CH2:30][CH:31]([CH3:33])[CH3:32])[N:21](C(OC(C)(C)C)=O)[CH3:22])[CH3:15])[C:2]1[CH:7]=[CH:6][CH:5]=[CH:4][CH:3]=1.FC(F)(F)C(O)=O.C(=O)(O)[O-].[Na+]>ClCCl>[CH2:1]([O:8][C:9](=[O:42])[C@H:10]([CH3:41])[NH:11][C:12](=[O:40])[C@H:13]([CH3:39])[N:14]([C:16](=[O:38])[C@H:17]([CH:35]([CH3:36])[CH3:37])[NH:18][C:19](=[O:34])[C@H:20]([CH2:30][CH:31]([CH3:33])[CH3:32])[NH:21][CH3:22])[CH3:15])[C:2]1[CH:7]=[CH:6][CH:5]=[CH:4][CH:3]=1 |f:2.3|. Procedure: A solution of 15.7 g (0.0266 mole) of Boc-N-methyl-L-leucyl-L-valyl-N-methyl-L-alanyl-L-alanine benzyl ester in 125 ml of dry dichloromethane was stirred and cooled to -10° C. while 70 ml trifluoroacetic acid, previously cooled at -15° C., was added. After 2 hours, the reaction was carefully added with good stirring to a mixture of 105 g of sodium bicarbonate, ice, and 200 ml of dichloromethane. The organic layer was separated and the aqueous layer was extracted with another 50 ml of dichloromet... The reactants are CC(C)(C)N, CCN(C(C)C)C(C)C, Cc1cc(OCCNc2ccncc2)cc(C(=O)N(CCC(=O)O)C(C)C)c1, O=C(O)C(F)(F)F, CN(C)C=O. The product is Cc1cc(OCCNc2ccncc2)cc(C(=O)N(CCC(=O)NC(C)(C)C)C(C)C)c1, O=C(O)C(F)(F)F. As a reaction SMILES: [CH3:45][C:46]([CH3:47])([CH3:48])[NH2:49].[CH:36]([N:37]([CH2:38][CH3:39])[CH:40]([CH3:41])[CH3:42])([CH3:43])[CH3:44].[CH:8]([CH3:9])([CH3:10])[N:11]([CH2:12][CH2:13][C:14](=[O:15])[OH:16])[C:17]([c:18]1[cH:19][c:20]([CH3:34])[cH:21][c:22]([O:24][CH2:25][CH2:26][NH:27][c:28]2[cH:29][cH:30][n:31][cH:32][cH:33]2)[cH:23]1)=[O:35].[F:1][C:2]([C:3](=[O:4])[OH:5])([F:6])[F:7].[O:50]=[CH:51][N:52]([CH3:53])[CH3:54]>>[CH:8]([CH3:9])([CH3:10])[N:11]([CH2:12][CH2:13][C:14](=[O:15])[NH:49][C:46]([CH3:45])([CH3:47])[CH3:48])[C:17]([c:18]1[cH:19][c:20]([CH3:34])[cH:21][c:22]([O:24][CH2:25][CH2:26][NH:27][c:28]2[cH:29][cH:30][n:31][cH:32][cH:33]2)[cH:23]1)=[O:35].[F:1][C:2]([C:3](=[O:4])[OH:5])([F:6])[F:7]. The reactants are O[C@@H]([C@@H](OC1=CC=C(C=C1)B(O)O)C)CCC=1C=NC=CC1 ((1S,2R)-4-(2-Hydroxy-1-methyl-4-pyridin-3-ylbutoxy)benzeneboronic acid), BrC=1C=C(C#N)C=CC1OC (3-bromo-4-methoxybenzonitrile), C([O-])([O-])=O.[Na+].[Na+] (sodium carbonate). Reagents/catalysts: C=1C=CC(=CC1)[P](C=2C=CC=CC2)(C=3C=CC=CC3)[Pd]([P](C=4C=CC=CC4)(C=5C=CC=CC5)C=6C=CC=CC6)([P](C=7C=CC=CC7)(C=8C=CC=CC8)C=9C=CC=CC9)[P](C=1C=CC=CC1)(C=1C=CC=CC1)C=1C=CC=CC1 (tetrakis(triphenylphosphine)palladium). Solvent: C1(=CC=CC=C1)C (toluene), C(C)O (ethanol). Conditions: temperature 90 celsius. The product is O[C@@H]([C@@H](OC1=CC=C(C=C1)C1=CC(=CC=C1OC)C#N)C)CCC=1C=NC=CC1 ((1S,2R)-4′-(2-Hydroxy-1-methyl-4-pyridin-3-yl-butoxy)-6-methoxybiphenyl-3-carbonitrile). Yield: 65.9%. Reaction SMILES: [OH:1][C@H:2]([CH2:15][CH2:16][C:17]1[CH:18]=[N:19][CH:20]=[CH:21][CH:22]=1)[C@H:3]([CH3:14])[O:4][C:5]1[CH:10]=[CH:9][C:8](B(O)O)=[CH:7][CH:6]=1.Br[C:24]1[CH:25]=[C:26]([CH:29]=[CH:30][C:31]=1[O:32][CH3:33])[C:27]#[N:28].C(=O)([O-])[O-].[Na+].[Na+]>C1(C)C=CC=CC=1.C(O)C.C1C=CC([P]([Pd]([P](C2C=CC=CC=2)(C2C=CC=CC=2)C2C=CC=CC=2)([P](C2C=CC=CC=2)(C2C=CC=CC=2)C2C=CC=CC=2)[P](C2C=CC=CC=2)(C2C=CC=CC=2)C2C=CC=CC=2)(C2C=CC=CC=2)C2C=CC=CC=2)=CC=1>[OH:1][C@H:2]([CH2:15][CH2:16][C:17]1[CH:18]=[N:19][CH:20]=[CH:21][CH:22]=1)[C@H:3]([CH3:14])[O:4][C:5]1[CH:10]=[CH:9][C:8]([C:24]2[C:31]([O:32][CH3:33])=[CH:30][CH:29]=[C:26]([C:27]#[N:28])[CH:25]=2)=[CH:7][CH:6]=1 |f:2.3.4,^1:53,55,74,93|. Procedure details: Prepared according to the method described in Example 12b) from (1S,2R)-4-(2-hydroxy-1-methyl-4-pyridin-3-ylbutoxy)benzeneboronic acid (0.20 g, Example 33), 3-bromo-4-methoxybenzonitrile (0.20 g), 2M aqueous sodium carbonate (0.5 ml) and tetrakis(triphenylphosphine)palladium (0) (0.03 g) in toluene (5 ml) and ethanol (2 ml), with heating at 90° C. for 4 hours. After work up, the residue was purified by normal-phase HPLC eluting with a gradient of 0-10% ethanol in dichloromethane to give the titl... Starting materials: [Na] (sodium), ClC1=C(C=C(C(=C1)Cl)O)N1N=C(C(=C1C)Cl)C (1-(2,4-dichloro-5-hydroxyphenyl)-3,5-dimethyl-4-chloropyrazole), C(C#C)Br (propargyl bromide), C[O-].[Na+] (sodium methoxide). Run in CO (methanol), C1(=CC=CC=C1)C (toluene), O (water), C1(=CC=CC=C1)C (toluene). Conditions: time 3 hour. Product: ClC1=C(C=C(C(=C1)Cl)OCC#C)N1N=C(C(=C1C)Cl)C (1-(2,4-dichloro-5-propargyloxyphenyl)-3,5-dimethyl-4-chloropyrazole). The yield is 91.2%. As a reaction SMILES: [Cl:1][C:2]1[CH:7]=[C:6]([Cl:8])[C:5]([OH:9])=[CH:4][C:3]=1[N:10]1[C:14]([CH3:15])=[C:13]([Cl:16])[C:12]([CH3:17])=[N:11]1.[CH2:18](Br)[C:19]#[CH:20].C[O-].[Na+].[Na]>C1(C)C=CC=CC=1.O.CO>[Cl:1][C:2]1[CH:7]=[C:6]([Cl:8])[C:5]([O:9][CH2:20][C:19]#[CH:18])=[CH:4][C:3]=1[N:10]1[C:14]([CH3:15])=[C:13]([Cl:16])[C:12]([CH3:17])=[N:11]1 |f:2.3,^1:24|. Procedure: 1-(2,4-dichloro-5-hydroxyphenyl)-3,5-dimethyl-4-chloropyrazole (29.2 g) and propargyl bromide (12.0 g) were added to a solution of sodium methoxide which was previously prepared from metallic sodium (2.3 g) and methanol (200 ml). The resulting mixture was heated under reflux, with stirring for 3 hours. To the reaction mixture, after cooling, were added water and toluene to form two layers. The toluene layer as formed was separated, washed with water and then dried over anhydrous sodium sulfate. ... Reactants: ClC1=NC=CC(=N1)C1=CN=C2N1C=CC(=N2)C(C)(O[Si](CC)(CC)CC)C (3-(2-Chloropyrimidin-4-yl)-7-(1-methyl-1-triethylsilanyloxyethyl)-imidazo[1,2-α]pyrimidine), FC=1C=C(C=CC1)B(O)O (3-fluorobenzene-boronic acid). The product is FC=1C=C(C=CC1)C1=NC=CC(=N1)C1=CN=C2N1C=CC(=N2)C(C)(O[Si](CC)(CC)CC)C (3-[2-(3-fluorophenyl)pyrimidin-4-yl]-7-(1-methyl-1-triethylsilanyloxyethyl)imidazo[1,2-α]pyrimidine). As a reaction SMILES: Cl[C:2]1[N:7]=[C:6]([C:8]2[N:12]3[CH:13]=[CH:14][C:15]([C:17]([CH3:27])([O:19][Si:20]([CH2:25][CH3:26])([CH2:23][CH3:24])[CH2:21][CH3:22])[CH3:18])=[N:16][C:11]3=[N:10][CH:9]=2)[CH:5]=[CH:4][N:3]=1.[F:28][C:29]1[CH:30]=[C:31](B(O)O)[CH:32]=[CH:33][CH:34]=1>>[F:28][C:29]1[CH:34]=[C:33]([C:2]2[N:7]=[C:6]([C:8]3[N:12]4[CH:13]=[CH:14][C:15]([C:17]([CH3:27])([O:19][Si:20]([CH2:25][CH3:26])([CH2:23][CH3:24])[CH2:21][CH3:22])[CH3:18])=[N:16][C:11]4=[N:10][CH:9]=3)[CH:5]=[CH:4][N:3]=2)[CH:32]=[CH:31][CH:30]=1. Reported procedure: 3-(2-Chloropyrimidin-4-yl)-7-(1-methyl-1-triethylsilanyloxyethyl)-imidazo[1,2-α]pyrimidine (250 mg, 0.62 mmol) and 3-fluorobenzene-boronic acid (173 mg, 1.24 mmol) were reacted as described in Example 61. Purification by column chromatography on silica using 3% MeOH/CH2Cl2 gave 3-[2-(3-fluorophenyl)pyrimidin-4-yl]-7-(1-methyl-1-triethylsilanyloxyethyl)imidazo[1,2-α]pyrimidine: m/z (ES+) 464 (M+H+). Reactants: CN, CO, O=C1c2ccccc2C(=O)N1CCCCc1ccc(OCCO)cc1. Product: NCCCCc1ccc(OCCO)cc1. As a reaction SMILES: [CH3:26][NH2:27].[CH3:28][OH:29].[OH:1][CH2:2][CH2:3][O:4][c:5]1[cH:6][cH:7][c:8]([CH2:11][CH2:12][CH2:13][CH2:14][N:15]2[C:16](=[O:17])[c:18]3[cH:19][cH:20][cH:21][cH:22][c:23]3[C:24]2=[O:25])[cH:9][cH:10]1>>[OH:1][CH2:2][CH2:3][O:4][c:5]1[cH:6][cH:7][c:8]([CH2:11][CH2:12][CH2:13][CH2:14][NH2:15])[cH:9][cH:10]1.